Dataset: the Open Reaction Database (ORD), a public repository of structured organic reaction records. Task: describe an organic reaction: reactants, conditions, products, and yield The reactants are [H-].[Na+] (sodium hydride), CC1=CC=C(C=C1)CCO (2-(4-methylphenyl)ethanol), ClC1=CC=NC2=C(C=CC=C12)F (4-chloro-8-fluoroquinoline). Run in CN(C)C=O (DMF), O (water). Reaction conditions: time 1 hour. The product is FC=1C=CC=C2C(=CC=NC12)OCCC1=CC=C(C=C1)C (8-fluoro-4-[2-(4-methylphenyl)ethoxy]quinoline), ClC1=CC=NC2=C(C=CC=C12)OCCC1=CC=C(C=C1)C (4-chloro-8-[2-(4-methylphenyl)ethoxy]quinoline). The yield is 8.7%. As a reaction SMILES: [H-].[Na+].[CH3:3][C:4]1[CH:9]=[CH:8][C:7]([CH2:10][CH2:11][OH:12])=[CH:6][CH:5]=1.[Cl:13][C:14]1[C:23]2[C:18](=[C:19]([F:24])[CH:20]=[CH:21][CH:22]=2)[N:17]=[CH:16][CH:15]=1>CN(C=O)C.O>[F:24][C:19]1[CH:20]=[CH:21][CH:22]=[C:23]2[C:18]=1[N:17]=[CH:16][CH:15]=[C:14]2[O:12][CH2:11][CH2:10][C:7]1[CH:8]=[CH:9][C:4]([CH3:3])=[CH:5][CH:6]=1.[Cl:13][C:14]1[C:23]2[C:18](=[C:19]([O:12][CH2:11][CH2:10][C:7]3[CH:8]=[CH:9][C:4]([CH3:3])=[CH:5][CH:6]=3)[CH:20]=[CH:21][CH:22]=2)[N:17]=[CH:16][CH:15]=1 |f:0.1|. Reported procedure: To a solution of 1.2 g of sodium hydride in 50 ml of DMF was added 3.4 g of 2-(4-methylphenyl)ethanol, and the mixture was stirred for one hour at room temperature. Then 4.5 g of 4-chloro-8-fluoroquinoline were added, the mixture was heated to reflux for five hours, and then cooled to room temperature, and poured into a mixture of ice in water. The solid phase was collected and dried. TLC showed three products. These were separated by HPLC (silica gel, 70% pentane/30% EtOAc) giving 1.84 g of 8-f... The reactants are FC1=CC=C(CN2N=CN(C2=O)C=2SC(=C(N2)C)C(=O)OCC)C=C1 (ethyl 2-(1-(4-fluorobenzyl)-5-oxo-1H-1,2,4-triazol-4(5H)-yl)-4-methylthiazole-5-carboxylate), [H-].[Al+3].[Li+].[H-].[H-].[H-] (lithium aluminium hydride). The solvent is O1CCCC1 (tetrahydrofuran). Run at time 4 hour. Product: FC1=CC=C(CN2N=CN(C2=O)C=2SC(=C(N2)C)CO)C=C1 (1-(4-fluorobenzyl)-4-(5-(hydroxymethyl)-4-methylthiazol-2-yl)-1H-1,2,4-triazol-5(4H)-one). Reaction SMILES: [F:1][C:2]1[CH:25]=[CH:24][C:5]([CH2:6][N:7]2[C:11](=[O:12])[N:10]([C:13]3[S:14][C:15]([C:19](OCC)=[O:20])=[C:16]([CH3:18])[N:17]=3)[CH:9]=[N:8]2)=[CH:4][CH:3]=1.[H-].[Al+3].[Li+].[H-].[H-].[H-]>O1CCCC1>[F:1][C:2]1[CH:25]=[CH:24][C:5]([CH2:6][N:7]2[C:11](=[O:12])[N:10]([C:13]3[S:14][C:15]([CH2:19][OH:20])=[C:16]([CH3:18])[N:17]=3)[CH:9]=[N:8]2)=[CH:4][CH:3]=1 |f:1.2.3.4.5.6|. Procedure: To a solution of ethyl 2-(1-(4-fluorobenzyl)-5-oxo-1H-1,2,4-triazol-4(5H)-yl)-4-methylthiazole-5-carboxylate (2.26 g, 6.23 mmol) in anhydrous tetrahydrofuran (60.0 mL) was added lithium aluminium hydride (0.35 g, 9.33 mmol) at 0° C. The reaction mixture was stirred at ambient temperature for 4 h, then quenched with 10% aqueous hydrochloric acid solution (3 mL) and extracted with ethyl acetate (3×50 mL). The combined organic layers were dried over anhydrous sodium sulfate and filtered. The filtra... The reactants are CN(C)C=O (DMF), CN(C=O)C (N,N-dimethylformamide), C1=CC=CC=2C=CC=3C=C4C=CC=CC4=CC3C21 (benzanthracene), C1CC(=O)N(C1=O)Br (NBS), BrC1C(=O)NC(C1)=O (bromosuccinimide), resultant suspension, resultant mixture. The solvent is O (water). The product is BrC1=C2C=CC=CC2=CC=2C3=C(C=CC12)C=CC=C3 (7-bromobenzanthracene). The yield is 91.6%. RXN SMILES: CN(C=O)C.[CH:6]1[C:23]2[C:22]3[CH:21]=[C:20]4[C:15]([CH:16]=[CH:17][CH:18]=[CH:19]4)=[CH:14][C:13]=3[CH:12]=[CH:11][C:10]=2[CH:9]=[CH:8][CH:7]=1.C1C(=O)N([Br:31])C(=O)C1.BrC1CC(=O)NC1=O>O>[Br:31][C:14]1[C:13]2[CH:12]=[CH:11][C:10]3[CH:9]=[CH:8][CH:7]=[CH:6][C:23]=3[C:22]=2[CH:21]=[C:20]2[C:15]=1[CH:16]=[CH:17][CH:18]=[CH:19]2. Procedure details: Into 300 ml of DMF, N,N-dimethylformamide, 40 g of commercial benzanthracene was dispersed, and 35.6 g of NBS, bromosuccinimide, was added to the resultant suspension at the room temperature. After the resultant mixture was stirred for 3.5 hours, 600 ml of water was added, and the formed crystals were separated by filtration and washed with methanol. The obtained crude crystals were purified using a silica gel column with toluene and filtered with hexane, and 49.3 g of 7-bromobenzanthracene was ... The reactants are O[C@H]1CC(C([C@@H](C1)C)=O)(C)C ((4R, 6R)-4-hydroxy-2,2,6-trimethylcyclohexanone), C(C)(=O)OC(C)=O (acetic anhydride). Run in N1=CC=CC=C1 (pyridine). Reaction conditions: time 4.25 hour. Product: C(C)(=O)O[C@H]1CC(C([C@@H](C1)C)=O)(C)C ((4R, 6R)-4-acetoxy-2,2,6-trimethylcyclohexanone). Yield: 99.4%. Reaction SMILES: [OH:1][C@@H:2]1[CH2:7][C@@H:6]([CH3:8])[C:5](=[O:9])[C:4]([CH3:11])([CH3:10])[CH2:3]1.[C:12](OC(=O)C)(=[O:14])[CH3:13]>N1C=CC=CC=1>[C:12]([O:1][C@@H:2]1[CH2:7][C@@H:6]([CH3:8])[C:5](=[O:9])[C:4]([CH3:10])([CH3:11])[CH2:3]1)(=[O:14])[CH3:13]. Reported procedure: 300 g of (4R, 6R)-4-hydroxy-2,2,6-trimethylcyclohexanone were dissolved in 154.7 ml of pyridine. The solution was treated dropwise at -3° C. to 0° C. within 10 minutes with 1.2 l of acetic anhydride and then stirred at room temperature for a further 4.25 hours. The reaction mixture was subsequently concentrated on a rotary evaporator at 60° C./16 mbar, whereby there were obtained 394.7 g of crude product as a yellow oil. Distillation of the crude product gave at about 95° C./0.07 mbar 378.4 g (9...